Dataset: the Open Reaction Database (ORD), a public repository of structured organic reaction records. Task: describe an organic reaction: reactants, conditions, products, and yield The reactants are S(=O)(=O)([O-])[O-].[Al+3].S(=O)(=O)([O-])[O-].S(=O)(=O)([O-])[O-].[Al+3] (aluminum sulfate), S(=O)(=O)([O-])[O-].[Na+].[Na+] (sodium sulfate). The solvent is O (water). Conditions: time 4 hour. Yields the product S(=O)(=O)([O-])[O-].S(=O)(=O)([O-])[O-].S(=O)(=O)([O-])[O-].[Al+3].[Na+].[Na+].[Na+] (trisodium aluminum trisulfate). Isolated yield 200.0%. RXN SMILES: [S:1]([O-:5])([O-:4])(=[O:3])=[O:2].[Al+3:6].[S:7]([O-:11])([O-:10])(=[O:9])=[O:8].[S:12]([O-:16])([O-:15])(=[O:14])=[O:13].[Al+3].S([O-])([O-])(=O)=O.[Na+:23].[Na+]>O>[S:1]([O-:5])([O-:4])(=[O:3])=[O:2].[S:7]([O-:11])([O-:10])(=[O:9])=[O:8].[S:12]([O-:16])([O-:15])(=[O:14])=[O:13].[Al+3:6].[Na+:23].[Na+:23].[Na+:23] |f:0.1.2.3.4,5.6.7,9.10.11.12.13.14.15|. Reported procedure: In 5 liters of water were dissolved 291.5 g of aluminum sulfate [Al2 (SO4)3 13.4H2O] and 213.1 g of sodium sulfate [Na2SO4 ], and the solution was granulated and dried by the spray-drying method and the temperature of the granulation product contained in an alumina crucible having a capacity of 1 liter was elevated from room temperature at a rate of 10° C. per minute and heating reaction was carried out at 600° C. for 4 hours to obtain 384.2 g of trisodium aluminum trisulfate [Na3Al(SO4)3 ].